Dataset: the Open Reaction Database (ORD), a public repository of structured organic reaction records. Task: describe an organic reaction: reactants, conditions, products, and yield Starting materials: FC=1C=C(C=CC1SC)C(CC1CCOCC1)C1=CC=C(N1)C1=CC=C(C=N1)C(CO)O (1-[6-(5-{1-[3-fluoro-4-(methylsulfanyl)phenyl]-2-(tetrahydro-2H-pyran-4-yl)ethyl}-1H-pyrrol-2-yl)pyridin-3-yl]ethane-1,2-diol), O1CCCC1 (tetrahydrofuran), CO (methanol), OOS(=O)[O-].[K+] (Oxone). Solvent: C(C)(=O)OCC (ethyl acetate), O (water). Reaction conditions: time 2 hour. Yields the product FC=1C=C(C=CC1S(=O)(=O)C)C(CC1CCOCC1)C1=CC=C(N1)C1=CC=C(C=N1)C(CO)O (1-[6-(5-{1-[3-fluoro-4-(methylsulfonyl)phenyl]-2-(tetrahydro-2H-pyran-4-yl)ethyl}-1H-pyrrol-2-yl)pyridin-3-yl]ethane-1,2-diol). The yield is 84.0%. RXN SMILES: [F:1][C:2]1[CH:3]=[C:4]([CH:10]([C:18]2[NH:22][C:21]([C:23]3[N:28]=[CH:27][C:26]([CH:29]([OH:32])[CH2:30][OH:31])=[CH:25][CH:24]=3)=[CH:20][CH:19]=2)[CH2:11][CH:12]2[CH2:17][CH2:16][O:15][CH2:14][CH2:13]2)[CH:5]=[CH:6][C:7]=1SC.O1CCC[CH2:34]1.CO.O[O:41][S:42]([O-:44])=O.[K+]>C(OCC)(=O)C.O>[F:1][C:2]1[CH:3]=[C:4]([CH:10]([C:18]2[NH:22][C:21]([C:23]3[N:28]=[CH:27][C:26]([CH:29]([OH:32])[CH2:30][OH:31])=[CH:25][CH:24]=3)=[CH:20][CH:19]=2)[CH2:11][CH:12]2[CH2:17][CH2:16][O:15][CH2:14][CH2:13]2)[CH:5]=[CH:6][C:7]=1[S:42]([CH3:34])(=[O:44])=[O:41] |f:3.4|. Procedure details: To a solution of 1-[6-(5-{1-[3-fluoro-4-(methylsulfanyl)phenyl]-2-(tetrahydro-2H-pyran-4-yl)ethyl}-1H-pyrrol-2-yl)pyridin-3-yl]ethane-1,2-diol (367 mg) in a mixed solvent of tetrahydrofuran (3 mL), methanol (3 mL) and water (3 mL) was added Oxone (registered trademark) (593 mg), and the mixture was stirred at room temperature for 2 hr. The reaction mixture was diluted with ethyl acetate, and washed with saturated aqueous sodium hydrogen carbonate. The ethyl acetate layer was washed with saturate...